Task: describe an organic reaction: reactants, conditions, products, and yield. Dataset: the Open Reaction Database (ORD), a public repository of structured organic reaction records The reactants are COC(=O)C1(CC1)NC(OCC1C2=CC=CC=C2C=2C=CC=CC12)=O ((9H-fluoren-9-yl)methyl 1-(methoxycarbonyl)-cyclopropylcarbamate), [H-].[H-].[H-].[H-].[Li+].[Al+3] (LiAlH4), C1CCOC1 (THF), O (water). Reaction conditions: time 3 hour. Product: OCC1(CCCCC1)NC(OCC1C2=CC=CC=C2C=2C=CC=CC12)=O ((9H-fluoren-9-yl)methyl 1-(hydroxymethyl)cyclohexylcarbamate). Yield: 90.0%. Reaction SMILES: CO[C:3]([C:5]1([NH:8][C:9](=[O:25])[O:10][CH2:11][CH:12]2[C:24]3[CH:23]=[CH:22][CH:21]=[CH:20][C:19]=3[C:18]3[C:13]2=[CH:14][CH:15]=[CH:16][CH:17]=3)[CH2:7][CH2:6]1)=[O:4].[H-].[H-].[H-].[H-].[Li+].[Al+3].O.[CH2:33]1[CH2:37]OC[CH2:34]1>>[OH:4][CH2:3][C:5]1([NH:8][C:9](=[O:25])[O:10][CH2:11][CH:12]2[C:24]3[CH:23]=[CH:22][CH:21]=[CH:20][C:19]=3[C:18]3[C:13]2=[CH:14][CH:15]=[CH:16][CH:17]=3)[CH2:7][CH2:6][CH2:37][CH2:33][CH2:34]1 |f:1.2.3.4.5.6|. Procedure: To a solution of (9H-fluoren-9-yl)methyl 1-(methoxycarbonyl)-cyclopropylcarbamate (15 g, 44.5 mmol) in THF (100 mL) at −5° C. was added LiAlH4 (1.0 g, 26.3 mmol) in portions. After stirring at room temperature for 3 h, water (10 mL) was added to quench the reaction. The mixture was filtered and the filtrate was extracted with EtOAc (3×100 mL). The organic extract was washed with brine, and dried over anhydrous Na2SO4. After filtration and concentration, the crude product was purified by column c... The reactants are [OH-].[Na+] (NaOH), C(C)O (ethanol), ClCC=1N=C(OC1C1=CC=CC=C1)C1CCN(CC1)C(C)=O (1-[4-(4 -chloromethyl-5-phenyl-oxazol-2-yl)-piperidin-1-yl]-ethanone), intermediate 3B. Solvent: O (water). Yields the product C(C)OCC=1N=C(OC1C1=CC=CC=C1)C1CCNCC1 (4-(4-ethoxymethyl-5-phenyl-oxazol-2-yl)-piperidine). RXN SMILES: Cl[CH2:2][C:3]1[N:4]=[C:5]([CH:14]2[CH2:19][CH2:18][N:17](C(=O)C)[CH2:16][CH2:15]2)[O:6][C:7]=1[C:8]1[CH:13]=[CH:12][CH:11]=[CH:10][CH:9]=1.[OH-].[Na+].[CH2:25]([OH:27])[CH3:26]>O>[CH2:25]([O:27][CH2:2][C:3]1[N:4]=[C:5]([CH:14]2[CH2:15][CH2:16][NH:17][CH2:18][CH2:19]2)[O:6][C:7]=1[C:8]1[CH:9]=[CH:10][CH:11]=[CH:12][CH:13]=1)[CH3:26] |f:1.2|. Procedure details: A solution of 1-[4-(4 -chloromethyl-5-phenyl-oxazol-2-yl)-piperidin-1-yl]-ethanone (0.200 g, 0.627 mmol), prepared as in intermediate 3B, in ethanol (4.5 ml) is treated with a solution of NaOH (0.501 g, 12.55 mmol) in water (1/.5 ml). The reaction mixture is heated to 75 C for 48 hours, concentrated, and the residue partitioned between EtOAc and water. The aqueous phase is washed with EtOAc (twice). The organic phases are combined and washed with saturated brine, dried (Na2SO4) and concentrated ... Reactants: BrC1=CC=C(C(=O)OCC)C=C1 (ethyl 4-bromobenzoate), B(OC1=CC=NC=C1)([O-])[O-] (4-pyridyl borate), C(O)([O-])=O.[Na+] (sodium hydrogen carbonate), COCCOC (1,2-dimethoxyethane). The reagents and catalysts are C=1C=CC(=CC1)[P](C=2C=CC=CC2)(C=3C=CC=CC3)[Pd]([P](C=4C=CC=CC4)(C=5C=CC=CC5)C=6C=CC=CC6)([P](C=7C=CC=CC7)(C=8C=CC=CC8)C=9C=CC=CC9)[P](C=1C=CC=CC1)(C=1C=CC=CC1)C=1C=CC=CC1 (tetrakis(triphenylphosphine)palladium). Run in O (water). Reaction conditions: time 3 hour. Product: N1=CC=C(C=C1)C1=CC=C(C(=O)OCC)C=C1 (Ethyl 4-(4-pyridyl)benzoate). Isolated yield 56.3%. Reaction SMILES: Br[C:2]1[CH:12]=[CH:11][C:5]([C:6]([O:8][CH2:9][CH3:10])=[O:7])=[CH:4][CH:3]=1.B([O-])([O-])O[C:15]1[CH:20]=[CH:19][N:18]=[CH:17][CH:16]=1.C(=O)([O-])O.[Na+].COCCOC>C1C=CC([P]([Pd]([P](C2C=CC=CC=2)(C2C=CC=CC=2)C2C=CC=CC=2)([P](C2C=CC=CC=2)(C2C=CC=CC=2)C2C=CC=CC=2)[P](C2C=CC=CC=2)(C2C=CC=CC=2)C2C=CC=CC=2)(C2C=CC=CC=2)C2C=CC=CC=2)=CC=1.O>[N:18]1[CH:19]=[CH:20][C:15]([C:2]2[CH:12]=[CH:11][C:5]([C:6]([O:8][CH2:9][CH3:10])=[O:7])=[CH:4][CH:3]=2)=[CH:16][CH:17]=1 |f:2.3,^1:37,39,58,77|. Procedure details: To a mixture of ethyl 4-bromobenzoate (2.29 g), 4-pyridyl borate (1.23 g), 1 M sodium hydrogen carbonate solution (30 ml) and 1,2-dimethoxyethane (40 ml) was added tetrakis(triphenylphosphine)palladium (0.3 g) and the mixture was stirred for 3 hours with reflux under nitrogen atmosphere. To the mixture was added water and the solution was extracted with ethyl acetate. The extract was washed with water, dried (MgSO4) and concentrated. The residue was subjected to silica gel chromatography, and el... The reactants are sodium-n-butoxide, ClC=1C(C2=CC=C(C=C2C(C1Cl)=O)Cl)=O (2,3,6-trichloro-1,4-naphthoquinone), Cl (hydrochloric acid). Solvent: CN(C=O)C (dimethylformamide). Product: C(CCC)OC=1C(C2=CC=C(C=C2C(C1OCCCC)=O)Cl)=O (2,3-di-n-butoxy-6-chloro-1,4-naphthoquinone). The yield is 68.2%. RXN SMILES: Cl[C:2]1[C:3](=[O:15])[C:4]2[C:9]([C:10](=[O:13])[C:11]=1Cl)=[CH:8][C:7]([Cl:14])=[CH:6][CH:5]=2.Cl>CN(C)C=O>[CH2:10]([O:13][C:2]1[C:3](=[O:15])[C:4]2[C:9]([C:10](=[O:13])[C:11]=1[O:15][CH2:3][CH2:4][CH2:5][CH3:6])=[CH:8][C:7]([Cl:14])=[CH:6][CH:5]=2)[CH2:9][CH2:8][CH3:7]. Procedure: To a solution of sodium-n-butoxide (25.8 g) in dry dimethylformamide (125 ml) was added 2,3,6-trichloro-1,4-naphthoquinone (28 g) in one amount. The mixture was refluxed for 2 hours, then cooled, acidified with 6 M hydrochloric acid and evaporated. The residue was chromatographed over silica gel using dichloromethane as eluant to yield 2,3-di-n-butoxy-6-chloro-1,4-naphthoquinone (12.3 g) as a red oily solid. Solvent: CN(C)C=O (DMF), CN(C)C=O (DMF), O (water). The yield is 90.4%. As a reaction SMILES: Cl.[NH2:2][CH2:3][C:4]([O:6][CH2:7][C:8]1[CH:13]=[CH:12][CH:11]=[CH:10][CH:9]=1)=[O:5].CCN(C(C)C)C(C)C.[C:23]([O:27][C:28]([NH:30][C@@H:31]([CH2:42][CH2:43][C:44](=[O:56])SC1C=CC(C(F)(F)F)=CC=1)[C:32]([O:34][CH2:35][C:36]1[CH:41]=[CH:40][CH:39]=[CH:38][CH:37]=1)=[O:33])=[O:29])([CH3:26])([CH3:25])[CH3:24]>CN(C=O)C.O>[CH2:7]([O:6][C:4](=[O:5])[CH2:3][NH:2][C:44](=[O:56])[CH2:43][CH2:42][C@H:31]([NH:30][C:28]([O:27][C:23]([CH3:25])([CH3:24])[CH3:26])=[O:29])[C:32]([O:34][CH2:35][C:36]1[CH:37]=[CH:38][CH:39]=[CH:40][CH:41]=1)=[O:33])[C:8]1[CH:13]=[CH:12][CH:11]=[CH:10][CH:9]=1 |f:0.1|. Reaction conditions: temperature 50 celsius, time 45 minute. Reactants: Cl.NCC(=O)OCC1=CC=CC=C1 (benzyl 2-aminoacetate hydrochloride), CCN(C(C)C)C(C)C (DIPEA), C(C)(C)(C)OC(=O)N[C@H](C(=O)OCC1=CC=CC=C1)CCC(SC1=CC=C(C=C1)C(F)(F)F)=O ((S)-benzyl 2-((tert-butoxycarbonyl)amino)-5-oxo-5-((4-(trifluoromethyl)phenyl)thio)pentanoate), C(C)(C)(C)OC(=O)N[C@H](C(=O)OCC1=CC=CC=C1)CCC(SC1=CC=C(C=C1)C(F)(F)F)=O ((S)-benzyl 2-((tert-butoxycarbonyl)amino)-5-oxo-5-((4-(trifluoromethyl)phenyl)thio)pentanoate). Product: C(C1=CC=CC=C1)OC(CNC(CC[C@@H](C(=O)OCC1=CC=CC=C1)NC(=O)OC(C)(C)C)=O)=O ((S)-benzyl 5-((2-(benzyloxy)-2-oxoethyl)amino)-2-((tert-butoxycarbonyl)amino)-5-oxopentanoate). Procedure details: A solution of benzyl 2-aminoacetate hydrochloride (15.8 mg, 0.0784 mmol) and DIPEA (0.0136 ml, 0.0784 mmol) in DMF (0.0784 ml) was added to a solution of (S)-benzyl 2-((tert-butoxycarbonyl)amino)-5-((4-trifluorophenyl)thio)-5-oxopentanoate (Compound 5f-2) (30.0 mg, 0.0603 mmol) in DMF (0.541 ml) and water (0.200 ml), and the mixture was stirred at 50° C. for 45 minutes. The reaction mixture was then purified by reverse-phase silica gel column chromatography (10 mM aqueous ammonium acetate soluti... The reactants are CCOC(=O)c1cnc(N2CC3=C(CN(C(=O)OC(C)(C)C)C3)C2)s1, C1CCOC1, [Li+], [OH-], O, O. Yields the product CC(C)(C)OC(=O)N1CC2=C(C1)CN(c1ncc(C(=O)O)s1)C2. Reaction SMILES: [CH2:1]([CH3:2])[O:3][C:4](=[O:5])[c:6]1[cH:7][n:8][c:9]([N:11]2[CH2:12][C:13]3=[C:14]([CH2:15]2)[CH2:16][N:17]([C:19](=[O:20])[O:21][C:22]([CH3:23])([CH3:24])[CH3:25])[CH2:18]3)[s:10]1.[CH2:30]1[O:31][CH2:32][CH2:33][CH2:34]1.[Li+:28].[OH-:27].[OH2:26].[OH2:29]>>[O:3]=[C:4]([OH:5])[c:6]1[cH:7][n:8][c:9]([N:11]2[CH2:12][C:13]3=[C:14]([CH2:15]2)[CH2:16][N:17]([C:19](=[O:20])[O:21][C:22]([CH3:23])([CH3:24])[CH3:25])[CH2:18]3)[s:10]1. Reactants: CC1=NC=2C=CC3=C(C2C(N1)=O)C=C(C=C3)CNC=3C=C1CN(C(C1=CC3)=O)[C@H](C(=O)N[C@@H](CC3=CC=CC=C3)C(=O)OCC)CCC(=O)OCC (ethyl N-((S)-2-(5-(((1,2-dihydro-3-methyl-1-oxobenzo(f)quinazolin-9-yl)methyl)amino)-1-oxo-2-isoindolinyl)-4-(ethoxycarbonyl)butanoyl)-L-phenylalaninate), [OH-].[Na+] (NaOH), Cl (HCl). Solvent: CCO (EtOH). Run at time 2 hour. Yields the product C(=O)(O)CC[C@@H](C(=O)N[C@@H](CC1=CC=CC=C1)C(=O)O)N1C(C2=CC=C(C=C2C1)NCC=1C=CC2=C(C=3C(NC(=NC3C=C2)C)=O)C1)=O (N-((S)-4-carboxy-2-(5-(((1,2-dihydro-3-methyl-1-oxobenzo(f)quinazolin-9-yl)methyl)amino)-1-oxo-2-isoindolinyl)butanoyl)-L-phenylalanine). Isolated yield 4.2%. As a reaction SMILES: [CH3:1][C:2]1[NH:11][C:10](=[O:12])[C:9]2[C:8]3[CH:13]=[C:14]([CH2:17][NH:18][C:19]4[CH:20]=[C:21]5[C:25](=[CH:26][CH:27]=4)[C:24](=[O:28])[N:23]([C@@H:29]([CH2:46][CH2:47][C:48]([O:50]CC)=[O:49])[C:30]([NH:32][C@H:33]([C:41]([O:43]CC)=[O:42])[CH2:34][C:35]4[CH:40]=[CH:39][CH:38]=[CH:37][CH:36]=4)=[O:31])[CH2:22]5)[CH:15]=[CH:16][C:7]=3[CH:6]=[CH:5][C:4]=2[N:3]=1.[OH-].[Na+].Cl>CCO>[C:48]([CH2:47][CH2:46][C@H:29]([N:23]1[CH2:22][C:21]2[C:25](=[CH:26][CH:27]=[C:19]([NH:18][CH2:17][C:14]3[CH:15]=[CH:16][C:7]4[CH:6]=[CH:5][C:4]5[N:3]=[C:2]([CH3:1])[NH:11][C:10](=[O:12])[C:9]=5[C:8]=4[CH:13]=3)[CH:20]=2)[C:24]1=[O:28])[C:30]([NH:32][C@H:33]([C:41]([OH:43])=[O:42])[CH2:34][C:35]1[CH:36]=[CH:37][CH:38]=[CH:39][CH:40]=1)=[O:31])([OH:50])=[O:49] |f:1.2|. Reported procedure: To a 100 mL 3-necked flask equipped with a magnetic stirrer and a nitrogen inlet were added 0.90 g of ethyl N-((S)-2-(5-(((1,2-dihydro-3-methyl-1-oxobenzo(f)quinazolin-9-yl)methyl)amino)-1-oxo-2-isoindolinyl)-4-(ethoxycarbonyl)butanoyl)-L-phenylalaninate, 3 mL of EtOH and 10 mL of 0.2N aqueous NaOH. The solution was stirred at RT under nitrogen for 2 h and was acidified to pH 3.0 by addition of 1N HCl. A white precipitate resulted which was separated by centrifugation. Analysis of this material ... Starting materials: FC(S(=O)(=O)OC=1C2=C(N=C(N1)C1CCCC1)CCCS2(=O)=O)(F)F (2-cyclopentyl-5,5-dioxido-7,8-dihydro-6H-thiopyrano[3,2-d]pyrimidin-4-yl trifluoromethanesulfonate), NC1=CC=C(C=C1)CCCO (3-(4-aminophenyl)propan-1-ol). Product: C1(CCCC1)C=1N=C(C2=C(N1)CCCS2(=O)=O)NC2=CC=C(C=C2)CCCO (2-Cyclopentyl-4-((4-(3-hydroxypropyl)phenyl)amino)-7,8-dihydro-6H-thiopyrano[3,2-d]pyrimidine 5,5-dioxide). Isolated yield 17.2%. Reaction SMILES: FC(F)(F)S(O[C:7]1[C:8]2[S:21](=[O:23])(=[O:22])[CH2:20][CH2:19][CH2:18][C:9]=2[N:10]=[C:11]([CH:13]2[CH2:17][CH2:16][CH2:15][CH2:14]2)[N:12]=1)(=O)=O.[NH2:26][C:27]1[CH:32]=[CH:31][C:30]([CH2:33][CH2:34][CH2:35][OH:36])=[CH:29][CH:28]=1>>[CH:13]1([C:11]2[N:12]=[C:7]([NH:26][C:27]3[CH:28]=[CH:29][C:30]([CH2:33][CH2:34][CH2:35][OH:36])=[CH:31][CH:32]=3)[C:8]3[S:21](=[O:23])(=[O:22])[CH2:20][CH2:19][CH2:18][C:9]=3[N:10]=2)[CH2:17][CH2:16][CH2:15][CH2:14]1. Reported procedure: Following general procedure H, 2-cyclopentyl-5,5-dioxido-7,8-dihydro-6H-thiopyrano[3,2-d]pyrimidin-4-yl trifluoromethanesulfonate (0.215 g, crude) was reacted with 3-(4-aminophenyl)propan-1-ol (0.040 g, 0.26 mmol) to afford the title compound (0.018 g, 17%) as a white solid. MW=401.52. 1H NMR (DMSO-d6, 500 MHz) δ 8.56 (s, 1H), 7.51 (d, J=8.5 Hz, 2H), 7.19 (d, J=8.5 Hz, 2H), 4.44 (t, J=5.5 Hz, 1H), 3.70-3.65 (m, 2H), 3.45-3.38 (m, 2H), 3.09 (quin, J=8.0 Hz, 1H), 2.93 (t, J=6.5 Hz, 2H), 2.63-2.57 ...